From a dataset of the Open Reaction Database (ORD), a public repository of structured organic reaction records. describe an organic reaction: reactants, conditions, products, and yield Starting materials: Oc1ccc(-c2cc3c(Br)c(O)ccc3o2)cc1, C[O-], [Cu]Br, [Na+], CN(C)C=O. Yields the product COc1c(O)ccc2oc(-c3ccc(O)cc3)cc12. As a reaction SMILES: [Br:1][c:2]1[c:3]([OH:18])[cH:4][cH:5][c:6]2[c:7]1[cH:8][c:9](-[c:11]1[cH:12][cH:13][c:14]([OH:17])[cH:15][cH:16]1)[o:10]2.[CH3:19][O-:20].[Cu:27][Br:28].[Na+:21].[O:22]=[CH:23][N:24]([CH3:25])[CH3:26]>>[c:2]1([O:20][CH3:19])[c:3]([OH:18])[cH:4][cH:5][c:6]2[c:7]1[cH:8][c:9](-[c:11]1[cH:12][cH:13][c:14]([OH:17])[cH:15][cH:16]1)[o:10]2. Starting materials: BrC1=CC(=C(C=C1)C(C(C(F)(F)F)(O)C=1C=CC2=C(N(C(CO2)=O)C)C1)C)Cl (6-[2-(4-Bromo-2-chloro-phenyl)-1-hydroxy-1-trifluoromethyl-propyl]-4-methyl-4H-benzo[1,4]oxazin-3-one), C(#N)C=1C=CC(=C(C1)B(O)O)F (5-cyano-2-fluorophenylboronic acid). The product is ClC=1C=C(C=CC1C(C(C(F)(F)F)(C=1C=CC2=C(N(C(CO2)=O)C)C1)O)C)C1=CC(=CC=C1F)C#N (3′-Chloro-6-fluoro-4′-[3,3,3-trifluoro-2-hydroxy-1-methyl-2-(4-methyl-3-oxo-3,4-dihydro-2H-benzo[1,4]oxazin-6-yl)-propyl]-biphenyl-3-carbonitrile). As a reaction SMILES: Br[C:2]1[CH:7]=[CH:6][C:5]([CH:8]([CH3:27])[C:9]([C:15]2[CH:16]=[CH:17][C:18]3[O:23][CH2:22][C:21](=[O:24])[N:20]([CH3:25])[C:19]=3[CH:26]=2)([OH:14])[C:10]([F:13])([F:12])[F:11])=[C:4]([Cl:28])[CH:3]=1.[C:29]([C:31]1[CH:32]=[CH:33][C:34]([F:40])=[C:35](B(O)O)[CH:36]=1)#[N:30]>>[Cl:28][C:4]1[CH:3]=[C:2]([C:33]2[C:34]([F:40])=[CH:35][CH:36]=[C:31]([C:29]#[N:30])[CH:32]=2)[CH:7]=[CH:6][C:5]=1[CH:8]([CH3:27])[C:9]([OH:14])([C:15]1[CH:16]=[CH:17][C:18]2[O:23][CH2:22][C:21](=[O:24])[N:20]([CH3:25])[C:19]=2[CH:26]=1)[C:10]([F:13])([F:12])[F:11]. Reported procedure: In analogy to Example 17, step 2, 6-[2-(4-bromo-2-chloro-phenyl)-1-hydroxy-1-trifluoromethyl-propyl]-4-methyl-4H-benzo[1,4]oxazin-3-one (Example 22, step 3) was reacted with 5-cyano-2-fluorophenylboronic acid to give the title compound as a colorless solid. MS (m/e)=519.2 [M+H+]. Reactants: FC(OC1=CC=C(C=C1)O)(F)F (4-trifluoromethoxyphenol), C([O-])([O-])=O.[K+].[K+] (potassium carbonate), C(=O)=O (carbon dioxide). The solvent is O (water). Run at temperature 200 celsius. Yields the product OC1=C(C(=O)O)C=C(C=C1)OC(F)(F)F (2-Hydroxy-5-trifluoromethoxybenzoic acid). As a reaction SMILES: [F:1][C:2]([F:12])([F:11])[O:3][C:4]1[CH:9]=[CH:8][C:7]([OH:10])=[CH:6][CH:5]=1.[C:13](=O)([O-:15])[O-:14].[K+].[K+].C(=O)=O>O>[OH:10][C:7]1[CH:6]=[CH:5][C:4]([O:3][C:2]([F:11])([F:12])[F:1])=[CH:9][C:8]=1[C:13]([OH:15])=[O:14] |f:1.2.3|. Reported procedure: 178 g (1 mol) of 4-trifluoromethoxyphenol and 345 g (2.5 mol) of potassium carbonate were initially introduced into an autoclave which was then pressurized to 60 bar with carbon dioxide and heated at 200° C. for 4 hours. After cooling and releasing the pressure, the residue was dissolved in 1.5 l of hot water, the solution was filtered hot, the cooled filtrate was extracted using methylene chloride and the extract was clarified using active carbon. The pH was then adjusted to 1 and the precipita... Yield: 74.5%. The reactants are [N+](=O)([O-])C1=CC=C(C(=O)NCCC2=C(C=CC=C2)CCl)C=C1 (1-(4-nitrobenzoyl)amino-2-(2-chloromethylphenyl)ethane), [C-]#N.[Na+] (Sodium cyanide), O (water). Run at time 10 hour. Reported procedure: Sodium cyanide (2.9 g) was dissolved in 100 ml of dimethylsulfoxide, and with stirring at room temperature, 15.5 g of 1-(4-nitrobenzoyl)amino-2-(2-chloromethylphenyl)ethane was gradually added. The reaction was performed at room temperature for 10 hours. The reaction mixture was poured into water, extracted with ethyl acetate, washed in water, and dried. The solvent was distilled off, and the residue was recrystallized from ethanol to afford 11.2 g of 1-(4-nitrobenzoyl)amino-2-(2-cyanomethylphen... The solvent is CS(=O)C (dimethylsulfoxide). Reaction SMILES: [C-:1]#[N:2].[Na+].[N+:4]([C:7]1[CH:25]=[CH:24][C:10]([C:11]([NH:13][CH2:14][CH2:15][C:16]2[CH:21]=[CH:20][CH:19]=[CH:18][C:17]=2[CH2:22]Cl)=[O:12])=[CH:9][CH:8]=1)([O-:6])=[O:5].O>CS(C)=O>[N+:4]([C:7]1[CH:25]=[CH:24][C:10]([C:11]([NH:13][CH2:14][CH2:15][C:16]2[CH:21]=[CH:20][CH:19]=[CH:18][C:17]=2[CH2:22][C:1]#[N:2])=[O:12])=[CH:9][CH:8]=1)([O-:6])=[O:5] |f:0.1|. The product is [N+](=O)([O-])C1=CC=C(C(=O)NCCC2=C(C=CC=C2)CC#N)C=C1 (1-(4-nitrobenzoyl)amino-2-(2-cyanomethylphenyl)ethane). Starting materials: N[C@H]1[C@](CCC1)(C(=O)OC)CC (methyl (1S,2R)-2-amino-1-ethylcyclopentanecarboxylate), Cl.CC1=NC2=CC=CC=C2C(=C1)COC1=CC=C(C=C1)S(=O)(=O)Cl (4-(2-methyl-quinolin-4-ylmethoxy)-benzenesulfonyl chloride hydrochloride). Product: C(C)[C@]1([C@@H](CCC1)NS(=O)(=O)C1=CC=C(C=C1)OCC1=CC(=NC2=CC=CC=C12)C)C(=O)OC (methyl (1S,2R)-1-ethyl-2-[({4-[(2-methylquinolin-4-yl)methoxy]phenyl}sulfonyl)amino]cyclopentanecarboxylate). The yield is 64.0%. RXN SMILES: [NH2:1][C@@H:2]1[CH2:6][CH2:5][CH2:4][C@:3]1([CH2:11][CH3:12])[C:7]([O:9][CH3:10])=[O:8].Cl.[CH3:14][C:15]1[CH:24]=[C:23]([CH2:25][O:26][C:27]2[CH:32]=[CH:31][C:30]([S:33](Cl)(=[O:35])=[O:34])=[CH:29][CH:28]=2)[C:22]2[C:17](=[CH:18][CH:19]=[CH:20][CH:21]=2)[N:16]=1>>[CH2:11]([C@:3]1([C:7]([O:9][CH3:10])=[O:8])[CH2:4][CH2:5][CH2:6][C@H:2]1[NH:1][S:33]([C:30]1[CH:31]=[CH:32][C:27]([O:26][CH2:25][C:23]2[C:22]3[C:17](=[CH:18][CH:19]=[CH:20][CH:21]=3)[N:16]=[C:15]([CH3:14])[CH:24]=2)=[CH:28][CH:29]=1)(=[O:34])=[O:35])[CH3:12] |f:1.2|. Procedure details: According to the procedure of Example 53, Step 3, using methyl (1S,2R)-2-amino-1-ethylcyclopentanecarboxylate (410 mg, 1.97 mmol) and 4-(2-methyl-quinolin-4-ylmethoxy)-benzenesulfonyl chloride hydrochloride (917 mg, 2.39 mmol), methyl (1S,2R)-1-ethyl-2-[({4-[(2-methylquinolin-4-yl)methoxy]phenyl}sulfonyl)amino]cyclopentanecarboxylate (609 mg, 1.26 mmol, 64%) was obtained as a colorless solid after purification via column chromatography on silica gel, eluting with 30% ethyl acetate/hexanes. 1H NM... Starting materials: Cl (Hydrogen chloride), N1(CCC1)C1CCC2(CCN(CC2)C(=O)OC(C)(C)C)CC1 (tert-butyl 9-(azetidin-1-yl)-3-azaspiro[5.5]undecane-3-carboxylate). The solvent is CO (methanol). Yields the product Cl.Cl.N1(CCC1)C1CCC2(CCNCC2)CC1 (9-(Azetidin-1-Yl)-3-azaspiro[5.5]undecane dihydrochloride). Reaction SMILES: [ClH:1].[N:2]1([CH:6]2[CH2:23][CH2:22][C:9]3([CH2:14][CH2:13][N:12](C(OC(C)(C)C)=O)[CH2:11][CH2:10]3)[CH2:8][CH2:7]2)[CH2:5][CH2:4][CH2:3]1>CO>[ClH:1].[ClH:1].[N:2]1([CH:6]2[CH2:7][CH2:8][C:9]3([CH2:14][CH2:13][NH:12][CH2:11][CH2:10]3)[CH2:22][CH2:23]2)[CH2:3][CH2:4][CH2:5]1 |f:3.4.5|. Procedure details: Hydrogen chloride in methanol (1.25 mol/l, 15.5 ml) was added to tert-butyl 9-(azetidin-1-yl)-3-azaspiro[5.5]undecane-3-carboxylate (1 g, 3.24 mmol) and the mixture was refluxed for 45 min. The solvent was removed in vacuo and the residue was dissolved in a small amount of ethanol. A solid was then precipitated out by addition of acetone, and finally diethyl ether was added and the precipitate formed was filtered off with suction. Yield: 0.87 g (95%) The reactants are C1COCCO1, Cc1ccn2c1C1(CCN(C(=O)OC(C)(C)C)CC1)Oc1ccccc1-2, Cl. Yields the product Cc1ccn2c1C1(CCNCC1)Oc1ccccc1-2. As a reaction SMILES: [CH2:28]1[O:29][CH2:30][CH2:31][O:32][CH2:33]1.[CH3:1][c:2]1[cH:3][cH:4][n:5]2[c:10]1[C:9]1([O:8][c:7]3[c:6]-2[cH:26][cH:25][cH:24][cH:23]3)[CH2:11][CH2:12][N:13]([C:16]([O:17][C:18]([CH3:19])([CH3:20])[CH3:21])=[O:22])[CH2:14][CH2:15]1.[ClH:27]>>[CH3:1][c:2]1[cH:3][cH:4][n:5]2[c:10]1[C:9]1([O:8][c:7]3[c:6]-2[cH:26][cH:25][cH:24][cH:23]3)[CH2:11][CH2:12][NH:13][CH2:14][CH2:15]1. The reactants are O (water), CN(C(=S)Cl)C (N,N-Dimethylthiocarbamoyl chloride), N12CCN(CC1)CC2 (1,4-diazabicyclo[2,2,2]octane), CC=1C=C(C(C(=O)OC)=CC1)O (Methyl 4-methylsalicylate), CN(C)C=O (DMF). Product: CNN(C(=S)OC1=C(C(=O)OC)C=CC(=C1)C)NC (methyl 2-(N,N-dimethylaminothiocarbamoyl)oxy-4-methylbenzoate). The yield is 55.0%. As a reaction SMILES: [CH3:1][C:2]1[CH:3]=[C:4]([OH:12])[C:5](=[CH:10][CH:11]=1)[C:6]([O:8][CH3:9])=[O:7].C[N:14](C)[C:15](Cl)=[S:16].[N:19]12CCN(CC1)C[CH2:20]2.O.[CH3:28][N:29](C=O)C>>[CH3:20][NH:19][N:14]([NH:29][CH3:28])[C:15]([O:12][C:4]1[CH:3]=[C:2]([CH3:1])[CH:11]=[CH:10][C:5]=1[C:6]([O:8][CH3:9])=[O:7])=[S:16]. Procedure details: Methyl 4-methylsalicylate (10.7 g, 64 mmol) was dissolved in DMF (100 ml). N,N-Dimethylthiocarbamoyl chloride (8.0 g, 65 mmol) and 1,4-diazabicyclo[2,2,2]octane (7.2 g, 65 mmol) were added thereto with the mixture stirring. The reaction mixture was stirred at room temperature for 20 hrs, poured into water and extracted with ethyl acetate. The extract was washed with water and dried, and the solvent was evaporated under reduced pressure. The residue was subjected to a silica gel column chromatogr... Starting materials: [Br-], CC(O[Si](C)(C)C(C)(C)C)C1C(=O)NC1Sc1ccccc1, CSC, CC(=O)C(C)C(=O)OCc1ccccc1, [Cl-], [H-], [NH4+], [Na+], C1CCOC1. Yields the product CC(=O)C(C)(C(=O)OCc1ccccc1)C1NC(=O)C1C(C)O[Si](C)(C)C(C)(C)C. RXN SMILES: [Br-:21].[C:22]([CH3:23])([CH3:24])([CH3:25])[Si:26]([O:27][CH:28]([CH3:29])[CH:30]1[C:31](=[O:41])[NH:32][CH:33]1[S:34][c:35]1[cH:36][cH:37][cH:38][cH:39][cH:40]1)([CH3:42])[CH3:43].[CH3:18][S:19][CH3:20].[CH3:1][CH:2]([C:3](=[O:4])[O:5][CH2:6][c:7]1[cH:8][cH:9][cH:10][cH:11][cH:12]1)[C:13](=[O:14])[CH3:15].[Cl-:44].[H-:16].[NH4+:45].[Na+:17].[O:46]1[CH2:47][CH2:48][CH2:49][CH2:50]1>>[CH3:1][C:2]([C:3](=[O:4])[O:5][CH2:6][c:7]1[cH:8][cH:9][cH:10][cH:11][cH:12]1)([C:13](=[O:14])[CH3:15])[CH:33]1[CH:30]([CH:28]([O:27][Si:26]([C:22]([CH3:23])([CH3:24])[CH3:25])([CH3:42])[CH3:43])[CH3:29])[C:31](=[O:41])[NH:32]1.